Dataset: the Open Reaction Database (ORD), a public repository of structured organic reaction records. Task: describe an organic reaction: reactants, conditions, products, and yield The reactants are C(C)(=O)OC=1C=C(C=CC(=O)Cl)C=CC1OC(C)=O (3,4-diacetoxycinnamoyl chloride), C1C(CC2=CC=CC=C12)NS(=O)(=O)C1=CC=C(C=C1)NC (N-(2-indanyl)-4-(methylamino)benzenesulfonamide), O (water). Run in N1=CC=CC=C1 (pyridine), ClCCl (dichloromethane). Run at time 2 hour. Product: C1C(CC2=CC=CC=C12)NS(=O)(=O)C1=CC=C(C=C1)N(C(\C=C\C1=CC(=C(C=C1)OC(C)=O)OC(C)=O)=O)C (N-(2-Indanyl)-4-{N-methyl-N-[(E)-3-(3,4-diacetoxyphenyl)-2-propenoyl]amino}benzenesulfonamide). The yield is 97.7%. RXN SMILES: [C:1]([O:4][C:5]1[CH:6]=[C:7]([CH:13]=[CH:14][C:15]=1[O:16][C:17](=[O:19])[CH3:18])[CH:8]=[CH:9][C:10](Cl)=[O:11])(=[O:3])[CH3:2].[CH2:20]1[C:28]2[C:23](=[CH:24][CH:25]=[CH:26][CH:27]=2)[CH2:22][CH:21]1[NH:29][S:30]([C:33]1[CH:38]=[CH:37][C:36]([NH:39][CH3:40])=[CH:35][CH:34]=1)(=[O:32])=[O:31].O>ClCCl.N1C=CC=CC=1>[CH2:22]1[C:23]2[C:28](=[CH:27][CH:26]=[CH:25][CH:24]=2)[CH2:20][CH:21]1[NH:29][S:30]([C:33]1[CH:34]=[CH:35][C:36]([N:39]([CH3:40])[C:10](=[O:11])/[CH:9]=[CH:8]/[C:7]2[CH:13]=[CH:14][C:15]([O:16][C:17](=[O:19])[CH3:18])=[C:5]([O:4][C:1](=[O:3])[CH3:2])[CH:6]=2)=[CH:37][CH:38]=1)(=[O:32])=[O:31]. Procedure: A solution of 3,4-diacetoxycinnamoyl chloride (5.61 g, 19.9 mmol) in dichloromethane (50 ml) was dropped into a solution of the N-(2-indanyl)-4-(methylamino)benzenesulfonamide (5.00 g, 16.6 mmol) prepared in Preparative Example 14 in pyridine (50 ml) at 0° C. The obtained mixture was stirred at room temperature for 2 hours, followed by the addition of water. The obtained mixture was extracted with ethyl acetate. The organic layer was washed with 1N aqueous hydrochloric acid and a saturated aqueo... The reactants are C(=C\C1=CC=CC=C1)/C1=NN(C2=CC=CC=C12)COCC[Si](C)(C)C (((E)-styryl)-1-(2-trimethylsilanyl-ethoxymethyl)-1H-indazole), ( 5.23 ), ( 12.83 ), ( 12.65 ), 6-Iodo-3-((E)-styryl)-1-(2-trimethylsilanylthoxymethyl)-1H-indazole, BrC=1C=CC(=NC1)OC (5-bromo-2-methoxypyridine), C[Sn](C)C.C[Sn](C)C (hexamethylditin), ( 5.28 ), 6-(2-methoxypyridin-5-yl)-3-E-styryl-1H-indazole, ( 77.04 ), ( 77.00 ). The reagents and catalysts are C=1C=CC(=CC1)[P](C=2C=CC=CC2)(C=3C=CC=CC3)[Pd]([P](C=4C=CC=CC4)(C=5C=CC=CC5)C=6C=CC=CC6)([P](C=7C=CC=CC7)(C=8C=CC=CC8)C=9C=CC=CC9)[P](C=1C=CC=CC1)(C=1C=CC=CC1)C=1C=CC=CC1 (Pd(PPh3)4), C=1C=CC(=CC1)[P](C=2C=CC=CC2)(C=3C=CC=CC3)[Pd]([P](C=4C=CC=CC4)(C=5C=CC=CC5)C=6C=CC=CC6)([P](C=7C=CC=CC7)(C=8C=CC=CC8)C=9C=CC=CC9)[P](C=1C=CC=CC1)(C=1C=CC=CC1)C=1C=CC=CC1 (Pd(PPh3)4). Run in C(C)(=O)OCC (ethyl acetate), O1CCOCC1 (dioxane). Yields the product COC1=NC=C(C=C1)C1=CC=C2C(=NN(C2=C1)COCC[Si](C)(C)C)\C=C\C1=CC=CC=C1 (6-(2-methoxypyridin-5-yl)-3-((E)-styryl)-1-(2-trimethylsilanyl-ethoxymethyl)1H-indazole). The yield is 40.0%. RXN SMILES: [CH:1](/[C:9]1[C:17]2[C:12](=[CH:13][CH:14]=[CH:15][CH:16]=2)[N:11]([CH2:18][O:19][CH2:20][CH2:21][Si:22]([CH3:25])([CH3:24])[CH3:23])[N:10]=1)=[CH:2]\[C:3]1[CH:8]=[CH:7][CH:6]=[CH:5][CH:4]=1.Br[C:27]1[CH:28]=[CH:29][C:30]([O:33][CH3:34])=[N:31][CH:32]=1.C[Sn](C)C.C[Sn](C)C>O1CCOCC1.C(OCC)(=O)C.C1C=CC([P]([Pd]([P](C2C=CC=CC=2)(C2C=CC=CC=2)C2C=CC=CC=2)([P](C2C=CC=CC=2)(C2C=CC=CC=2)C2C=CC=CC=2)[P](C2C=CC=CC=2)(C2C=CC=CC=2)C2C=CC=CC=2)(C2C=CC=CC=2)C2C=CC=CC=2)=CC=1>[CH3:34][O:33][C:30]1[CH:29]=[CH:28][C:27]([C:14]2[CH:13]=[C:12]3[C:17]([C:9](/[CH:1]=[CH:2]/[C:3]4[CH:4]=[CH:5][CH:6]=[CH:7][CH:8]=4)=[N:10][N:11]3[CH2:18][O:19][CH2:20][CH2:21][Si:22]([CH3:23])([CH3:25])[CH3:24])=[CH:16][CH:15]=2)=[CH:32][N:31]=1 |f:2.3,^1:35,39,58,60,79,98|. Procedure: 6-(22-methoxypyridin-5-yl)-3-(((E)-styryl)-1-(2-trimethylsilanyl-ethoxymethyl)-1H-indazole was converted to 6-(2-methoxypyridin-5-yl)-3-E-styryl-1H-indazole in a similar manner to that described for Example 27(a). 1H NMR (300 MHz, CDCl3) □8.53 (d, 1H, J=2.1 Hz), 8.15 (d, 1H, J-9.2 Hz), 7.97 (dd, 1H, 1=2.6, 8.6 Hz), 7.79 (s, 1H), 7.74-7.34 (m, 8H), 6.94 (d, 1H, J=8.6 Hz). HRMS (FAB) [M+H]/z Calc'd 328.1450, found 328.1462. Anal. Calc'd, C (77.04), H (5.23), N (12.83). Found: C (77.00), H (5.28), ... Reactants: CC(=O)OC1CSC(Oc2cncc(Br)c2)C(OC(C)=O)C1OC(C)=O, Cc1cnccc1Cl. Reaction SMILES: [C:1]([CH3:2])(=[O:3])[O:4][CH:5]1[CH:6]([O:7][c:8]2[cH:9][n:10][cH:11][c:12]([Br:14])[cH:13]2)[S:15][CH2:16][CH:17]([O:23][C:24]([CH3:25])=[O:26])[CH:18]1[O:19][C:20]([CH3:21])=[O:22].[Cl:27][c:28]1[c:29]([CH3:34])[cH:30][n:31][cH:32][cH:33]1>>[C:1]([CH3:2])(=[O:3])[O:4][CH:5]1[CH:6]([O:7][c:8]2[cH:9][n:10][cH:11][c:12](-[c:28]3[c:29]([CH3:34])[cH:30][n:31][cH:32][cH:33]3)[cH:13]2)[S:15][CH2:16][CH:17]([O:23][C:24]([CH3:25])=[O:26])[CH:18]1[O:19][C:20]([CH3:21])=[O:22]. The product is CC(=O)OC1CSC(Oc2cncc(-c3ccncc3C)c2)C(OC(C)=O)C1OC(C)=O.